From a dataset of the Open Reaction Database (ORD), a public repository of structured organic reaction records. describe an organic reaction: reactants, conditions, products, and yield The reactants are C(C)(C)(C)OC(NC1(COC(OC1)(C)C)CCC1=CC(=C(C=C1)OCCCC1=CC(=C(C=C1)OC)OC)C(F)(F)F)=O ([5-(2-{4-[3-(3,4-dimethoxyphenyl)propoxy]-3-trifluoromethylphenyl}ethyl)-2,2-dimethyl-1,3-dioxan-5-yl]carbamic acid t-butyl ester), Cl (hydrochloric acid). Run in C(C)O (ethanol). Conditions: temperature 80 celsius, time 2.5 hour. Yields the product Cl.NC(CO)(CO)CCC1=CC(=C(C=C1)OCCCC1=CC(=C(C=C1)OC)OC)C(F)(F)F (2-amino-2-(2-{4-[3-(3,4-dimethoxyphenyl)propoxy]-3-trifluoromethylphenyl}ethyl)propane-1,3-diol hydrochloride). RXN SMILES: C(OC(=O)[NH:7][C:8]1([CH2:16][CH2:17][C:18]2[CH:23]=[CH:22][C:21]([O:24][CH2:25][CH2:26][CH2:27][C:28]3[CH:33]=[CH:32][C:31]([O:34][CH3:35])=[C:30]([O:36][CH3:37])[CH:29]=3)=[C:20]([C:38]([F:41])([F:40])[F:39])[CH:19]=2)[CH2:13][O:12]C(C)(C)[O:10][CH2:9]1)(C)(C)C.[ClH:43]>C(O)C>[ClH:43].[NH2:7][C:8]([CH2:16][CH2:17][C:18]1[CH:23]=[CH:22][C:21]([O:24][CH2:25][CH2:26][CH2:27][C:28]2[CH:33]=[CH:32][C:31]([O:34][CH3:35])=[C:30]([O:36][CH3:37])[CH:29]=2)=[C:20]([C:38]([F:39])([F:40])[F:41])[CH:19]=1)([CH2:13][OH:12])[CH2:9][OH:10] |f:3.4|. Procedure: Compound 18-3 (1.00 g) was dissolved in ethanol (20 ml), concentrated hydrochloric acid (2 ml) was added, and the mixture was stirred at 80° C. for 2.5 hr. The reaction mixture was concentrated, and the residue was washed with diethyl ether to give the object product (580 mg) as a pale-yellow powder.